From a dataset of the Open Reaction Database (ORD), a public repository of structured organic reaction records. describe an organic reaction: reactants, conditions, products, and yield Starting materials: P(=O)(Cl)(Cl)Cl (phosphorus oxychloride), [OH-].[Na+] (NaOH), CN(C)C=O (DMF), O1[N-][NH+]=CC1=O.C(=O)C1=[N+]([N-]OC1=O)C (4-formyl-3-methylsydnone sydnone), ice water. Run at time 5 hour. RXN SMILES: P(Cl)(Cl)(Cl)=O.O1[C:10](=O)[CH:9]=[NH+:8][N-]1.[CH:12]([C:14]1[C:18](=[O:19])O[N-][N+:15]=1[CH3:20])=O.[OH-].[Na+].[CH3:23][N:24](C=O)C>>[CH:18]([C:14]1[N:15]2[CH:20]=[CH:10][CH:9]=[N:8][C:23]2=[N:24][CH:12]=1)=[O:19] |f:1.2,3.4|. Product: C(=O)C1=CN=C2N1C=CC=N2 (3-Formylimidazo[1,2-a]pyrimidine). Procedure details: To 14 ml DMF cooled to 0° was added 6.0 g (0.039 mol) phosphorus oxychloride dropwise over 15 minutes, followed by 1.79 g (0.015 mol) imidazo[1,5-a]pyrimidine (1). The resulting mixture was heated at 120° for 0.5 hours and then at 90° for 5 hours. The cooled reaction mixture was then poured onto a mixture of ice water, made basic with 40% NaOH solution and then extracted with 4×100 ml portions of CH2Cl2. The combined organic extracts were dried and the solvent removed in vacuo to give crude (2)....